This data is from the Open Reaction Database (ORD), a public repository of structured organic reaction records. The task is: describe an organic reaction: reactants, conditions, products, and yield The reactants are BrB(Br)Br, ClCCl, COC(=O)CCCCCCC(=O)c1cc(C)ccc1OC, O. Product: COC(=O)CCCCCCC(=O)c1cc(C)ccc1O. As a reaction SMILES: [B:22]([Br:23])([Br:24])[Br:25].[CH2:27]([Cl:28])[Cl:29].[CH3:1][O:2][c:3]1[c:4]([C:10]([CH2:11][CH2:12][CH2:13][CH2:14][CH2:15][CH2:16][C:17](=[O:18])[O:19][CH3:20])=[O:21])[cH:5][c:6]([CH3:9])[cH:7][cH:8]1.[OH2:26]>>[OH:2][c:3]1[c:4]([C:10]([CH2:11][CH2:12][CH2:13][CH2:14][CH2:15][CH2:16][C:17](=[O:18])[O:19][CH3:20])=[O:21])[cH:5][c:6]([CH3:9])[cH:7][cH:8]1. Starting materials: ClC1=CC(=C(C=C1)S(=O)(=O)NC=1C=CC(=C2C=CC=NC12)C#N)[N+](=O)[O-] (4-chloro-N-(5-cyano-quinolin-8-yl)-2-nitro-benzenesulfonamide), Cl (HCl), ClC1=CC(=C(C=C1)S(=O)(=O)NC=1C=CC(=C2C=CC=NC12)C#N)[N+](=O)[O-] (4-chloro-N-(5-cyano-quinolin-8-yl)-2-nitro-benzenesulfonamide), Cl[Sn]Cl (SnCl2). Solvent: CCO (EtOH). The product is NC1=C(C=CC(=C1)Cl)S(=O)(=O)NC=1C=CC(=C2C=CC=NC12)C#N (2-Amino-4-chloro-N-(5-cyano-quinolin-8-yl)-benzenesulfonamide). Yield: 139.4%. As a reaction SMILES: [Cl:1][C:2]1[CH:7]=[CH:6][C:5]([S:8]([NH:11][C:12]2[CH:13]=[CH:14][C:15]([C:22]#[N:23])=[C:16]3[C:21]=2[N:20]=[CH:19][CH:18]=[CH:17]3)(=[O:10])=[O:9])=[C:4]([N+:24]([O-])=O)[CH:3]=1.Cl[Sn]Cl.Cl>CCO>[NH2:24][C:4]1[CH:3]=[C:2]([Cl:1])[CH:7]=[CH:6][C:5]=1[S:8]([NH:11][C:12]1[CH:13]=[CH:14][C:15]([C:22]#[N:23])=[C:16]2[C:21]=1[N:20]=[CH:19][CH:18]=[CH:17]2)(=[O:9])=[O:10]. Procedure: In a similar fashion using route 1 general procedure 4, 4-chloro-N-(5-cyano-quinolin-8-yl)-2-nitro-benzenesulfonamide (Intermediate 273) (90 mg, 0.2 mmol), SnCl2 (28 mg, 1.3 mmol), 6N HCl (cat) and EtOH (6 ml) at 85° C. for 3 h gave the title compound (100 mg) which was used in the next step without further purification. Reactants: C1(=CC=CC=C1)[C@H](C)N ((S)-(−)-1-phenylethylamine), CO (methanol), O=C1C(CCCC1)C(=O)OCC (ethyl 2-oxocyclohexane carboxylate), FC(S(=O)(=O)[O-])(F)F.[Yb+3].FC(S(=O)(=O)[O-])(F)F.FC(S(=O)(=O)[O-])(F)F (ytterbium trifluoromethanesulfonate), O=C1C(CCCC1)C(=O)OCC (ethyl 2-oxocyclohexane carboxylate). Solvent: CCCCCCC (heptane). Yields the product C1(=CC=CC=C1)[C@H](C)NC1=C(CCCC1)C(=O)OCC ((S)-Ethyl 2-(1-phenylethylamino)cyclohex-1-enecarboxylate). Reaction SMILES: CO.O=[C:4]1[CH2:9][CH2:8][CH2:7][CH2:6][CH:5]1[C:10]([O:12][CH2:13][CH3:14])=[O:11].[C:15]1([C@@H:21]([NH2:23])[CH3:22])[CH:20]=[CH:19][CH:18]=[CH:17][CH:16]=1.FC(F)(F)S([O-])(=O)=O.[Yb+3].FC(F)(F)S([O-])(=O)=O.FC(F)(F)S([O-])(=O)=O>CCCCCCC>[C:15]1([C@@H:21]([NH:23][C:4]2[CH2:9][CH2:8][CH2:7][CH2:6][C:5]=2[C:10]([O:12][CH2:13][CH3:14])=[O:11])[CH3:22])[CH:20]=[CH:19][CH:18]=[CH:17][CH:16]=1 |f:3.4.5.6|. Reported procedure: In an additional embodiment, (1S,2S)-2-[(S)-1-phenylethyl amino]cyclohexyl)methanol (11) is produced from a starting material comprising ethyl 2-oxocyclohexane carboxylate (6). This embodiment comprises reacting ethyl 2-oxocyclohexane carboxylate (6) with (S)-(−)-1-phenylethylamine (7) in the presence of a catalyst, ytterbium trifluoromethanesulfonate, and heptane to produce (S)-Ethyl 2-(1-phenylethylamino)cyclohex-1-enecarboxylate (8). The next step is reduction of the amine (8) with sodium ace... Run at time 3 day. Starting materials: solution, [H-].C(C(C)C)[Al+]CC(C)C (diisobutylaluminum hydride), CC(CC1=C(C(=C(C(=C1C)C)CC(C)(C)C#N)C)C)(C)C#N (1,4-bis(2-methyl-2-cyanopropyl)tetramethylbenzene), reagent, O (water), O (water). The product is CC(CC1=C(C(=C(C(=C1C)C)CC(CN)(C)C)C)C)(CN)C (1,4-bis(2,2-dimethyl-3-aminopropyl)tetramethylbenzene). Procedure: In a 1-liter flask, equipped as described in Example 9(a), was put 6.17 g of 1,4-bis(2-methyl-2-cyanopropyl)tetramethylbenzene and 200 ml of reagent grade toluene which had been passed through acid alumina under nitrogen directly into the reaction vessel. With stirring at room temperature, 71.3 ml of a 24.1% solution of diisobutylaluminum hydride in toluene was added in 25 min. The mixture was refluxed for 22 hrs and allowed to stand at room temperature for 3 days. After the mixture had been coo... RXN SMILES: [CH3:1][C:2]([C:21]#[N:22])([CH3:20])[CH2:3][C:4]1[C:9]([CH3:10])=[C:8]([CH3:11])[C:7]([CH2:12][C:13]([C:16]#[N:17])([CH3:15])[CH3:14])=[C:6]([CH3:18])[C:5]=1[CH3:19].[H-].C([Al+]CC(C)C)C(C)C.O>C1(C)C=CC=CC=1.CO>[CH3:14][C:13]([CH3:15])([CH2:16][NH2:17])[CH2:12][C:7]1[C:8]([CH3:11])=[C:9]([CH3:10])[C:4]([CH2:3][C:2]([CH3:1])([CH3:20])[CH2:21][NH2:22])=[C:5]([CH3:19])[C:6]=1[CH3:18] |f:1.2|. Run in C1(=CC=CC=C1)C (toluene), C1(=CC=CC=C1)C (toluene), CO (methanol), CO (methanol). Starting materials: C(C1=CC=CC=C1)(=O)OC1CC(N(C(C1)(C)C)OCC)(C)C (4-Benzoyloxy-1-ethoxy-2,2,6,6-tetramethylpiperidine), [OH-].[Na+] (sodium hydroxide). Run in CO (methanol). The product is C(C)ON1C(CC(CC1(C)C)O)(C)C (1-Ethoxy-4-hydroxy-2,2,6,6-tetramethylpiperidine). As a reaction SMILES: C([O:9][CH:10]1[CH2:15][C:14]([CH3:17])([CH3:16])[N:13]([O:18][CH2:19][CH3:20])[C:12]([CH3:22])([CH3:21])[CH2:11]1)(=O)C1C=CC=CC=1.[OH-].[Na+]>CO>[CH2:19]([O:18][N:13]1[C:12]([CH3:22])([CH3:21])[CH2:11][CH:10]([OH:9])[CH2:15][C:14]1([CH3:16])[CH3:17])[CH3:20] |f:1.2|. Procedure: The ester obtained in Example 3A is hydrolyzed using sodium hydroxide and aqueous methanol to give the title compound as a white solid melting at 86-88° C.